Dataset: the Open Reaction Database (ORD), a public repository of structured organic reaction records. Task: describe an organic reaction: reactants, conditions, products, and yield Starting materials: C(C)(C)(C)OC(=O)N[C@@H](CC1CCCCC1)[C@@H]1C[C@H](C(O1)=O)C(CC)(O)CC ((3S, 5S)-5-[(1S)-1-(N-t-butoxycarbonylamino)-2-cyclohexylethyl]-3-(1-ethyl-1-hydroxypropyl)dihydrofuran-2(3H)-one), CN (methylamine). The solvent is CO (methanol). Reaction conditions: time 8 hour. The product is C(C)(C)(C)OC(=O)N[C@H]([C@H](C[C@H](C(=O)NC)C(CC)(O)CC)O)CC1CCCCC1 ((2S, 4S, 5S)-5-(t-Butoxycarbonylamino)-6-cyclohexyl-4-hydroxy-2-(1-ethyl-1-hydroxypropyl)-N-methylhexanamide). Yield: 96.0%. Reaction SMILES: [C:1]([O:5][C:6]([NH:8][C@H:9]([C@H:17]1[O:21][C:20](=[O:22])[C@H:19]([C:23]([CH2:27][CH3:28])([OH:26])[CH2:24][CH3:25])[CH2:18]1)[CH2:10][CH:11]1[CH2:16][CH2:15][CH2:14][CH2:13][CH2:12]1)=[O:7])([CH3:4])([CH3:3])[CH3:2].[CH3:29][NH2:30]>CO>[C:1]([O:5][C:6]([NH:8][C@@H:9]([CH2:10][CH:11]1[CH2:16][CH2:15][CH2:14][CH2:13][CH2:12]1)[C@@H:17]([OH:21])[CH2:18][C@@H:19]([C:23]([CH2:27][CH3:28])([OH:26])[CH2:24][CH3:25])[C:20]([NH:30][CH3:29])=[O:22])=[O:7])([CH3:4])([CH3:3])[CH3:2]. Procedure: A solution of 361 mg (0.91 mmoles) of (3S, 5S)-5-[(1S)-1-(N-t-butoxycarbonylamino)-2-cyclohexylethyl]-3-(1-ethyl-1-hydroxypropyl)dihydrofuran-2(3H)-one (prepared as described in Preparation 21) in 10 ml of methanol was saturated with gaseous methylamine by passing the gas through the solution whilst ice-cooling, and then the flask containing the reaction mixture was stoppered tightly and allowed to stand at room temperature overnight. The reaction mixture was then concentrated by evaporation und... Reactants: Br, CCOC(C)=O, O=C(NC12CCC(c3cnc4cnc5[nH]ccc5n34)(CC1)CC2)OCc1ccccc1. Product: Br, NC12CCC(c3cnc4cnc5[nH]ccc5n34)(CC1)CC2. RXN SMILES: [BrH:32].[CH3:33][CH2:34][O:35][C:36]([CH3:37])=[O:38].[cH:1]1[cH:2][nH:3][c:4]2[n:5][cH:6][c:7]3[n:8]([c:9]12)[c:10]([C:13]12[CH2:14][CH2:15][C:16]([NH:21][C:22](=[O:23])[O:24][CH2:25][c:26]4[cH:27][cH:28][cH:29][cH:30][cH:31]4)([CH2:17][CH2:18]1)[CH2:19][CH2:20]2)[cH:11][n:12]3>>[BrH:32].[cH:1]1[cH:2][nH:3][c:4]2[n:5][cH:6][c:7]3[n:8]([c:9]12)[c:10]([C:13]12[CH2:14][CH2:15][C:16]([NH2:21])([CH2:17][CH2:18]1)[CH2:19][CH2:20]2)[cH:11][n:12]3. Starting materials: CC(C)(C)OC(=O)N1CCc2c(-c3ccccc3)cn(Cc3ccccc3)c2CC1, NCc1ccccc1, c1ccccc1. Yields the product c1ccc(Cn2cc(-c3ccccc3)c3c2CCNCC3)cc1. Reaction SMILES: [C:1]([O:2][C:3](=[O:4])[N:8]1[CH2:9][CH2:10][c:11]2[c:12]([c:15](-[c:25]3[cH:26][cH:27][cH:28][cH:29][cH:30]3)[cH:16][n:17]2[CH2:18][c:19]2[cH:20][cH:21][cH:22][cH:23][cH:24]2)[CH2:13][CH2:14]1)([CH3:5])([CH3:6])[CH3:7].[NH2:31][CH2:32][c:33]1[cH:34][cH:35][cH:36][cH:37][cH:38]1.[cH:39]1[cH:40][cH:41][cH:42][cH:43][cH:44]1>>[NH:8]1[CH2:9][CH2:10][c:11]2[c:12]([c:15](-[c:25]3[cH:26][cH:27][cH:28][cH:29][cH:30]3)[cH:16][n:17]2[CH2:18][c:19]2[cH:20][cH:21][cH:22][cH:23][cH:24]2)[CH2:13][CH2:14]1. The reactants are BrC=1C(=NC(=C(C(=O)N[C@H]2[C@H](CCCC2)O)C1)C(F)(F)F)OCC(F)(F)F (5-bromo-N-((1R,2S)-2-hydroxy-cyclohexyl)-6-(2,2,2-trifluoro-ethoxy)-2-trifluoromethyl-nicotinamide), ClC1=CC=C(C=C1)B(O)O (4-chlorophenylboronic acid). The product is ClC1=CC=C(C=C1)C=1C(=NC(=C(C(=O)N[C@H]2[C@H](CCCC2)O)C1)C(F)(F)F)OCC(F)(F)F (5-(4-Chloro-phenyl)-N-((1R,2S)-2-hydroxy-cyclohexyl)-6-(2,2,2-trifluoro-ethoxy)-2-trifluoromethyl-nicotinamide). RXN SMILES: Br[C:2]1[C:3]([O:22][CH2:23][C:24]([F:27])([F:26])[F:25])=[N:4][C:5]([C:18]([F:21])([F:20])[F:19])=[C:6]([CH:17]=1)[C:7]([NH:9][C@@H:10]1[CH2:15][CH2:14][CH2:13][CH2:12][C@@H:11]1[OH:16])=[O:8].[Cl:28][C:29]1[CH:34]=[CH:33][C:32](B(O)O)=[CH:31][CH:30]=1>>[Cl:28][C:29]1[CH:34]=[CH:33][C:32]([C:2]2[C:3]([O:22][CH2:23][C:24]([F:26])([F:27])[F:25])=[N:4][C:5]([C:18]([F:21])([F:20])[F:19])=[C:6]([CH:17]=2)[C:7]([NH:9][C@@H:10]2[CH2:15][CH2:14][CH2:13][CH2:12][C@@H:11]2[OH:16])=[O:8])=[CH:31][CH:30]=1. Procedure details: The title compound was synthesized in analogy to Example 1d, using 5-bromo-N-((1R,2S)-2-hydroxy-cyclohexyl)-6-(2,2,2-trifluoro-ethoxy)-2-trifluoromethyl-nicotinamide and 4-chlorophenylboronic acid as starting materials, MS (ISP) 497.1 (M+H)+; [α]D20=+22.2°. Starting materials: FC1=C(C=C(C=C1)S(=O)(=O)Cl)OC (4-fluoro-3-methoxy-benzenesulfonyl chloride), [H-].[Na+] (sodium hydride), COC(CC1=C(NC2=NC=CC=C21)C)=O ((2-methyl-1H-pyrrolo[2,3-b]pyridin-3-yl)-acetic acid methyl ester). Run in C1CCOC1 (THF), C1CCOC1 (THF), C1CCOC1 (THF). Run at temperature 0 celsius, time 1 hour. Product: COC(CC1=C(N(C2=NC=CC=C21)S(=O)(=O)C2=CC(=C(C=C2)F)OC)C)=O ([1-(4-Fluoro-3-methoxy-benzenesulfonyl)-2-methyl-1H-pyrrolo[2,3-b]pyridin-3-yl]-acetic acid methyl ester). Reaction SMILES: [H-].[Na+].[CH3:3][O:4][C:5](=[O:17])[CH2:6][C:7]1[C:15]2[C:10](=[N:11][CH:12]=[CH:13][CH:14]=2)[NH:9][C:8]=1[CH3:16].[F:18][C:19]1[CH:24]=[CH:23][C:22]([S:25](Cl)(=[O:27])=[O:26])=[CH:21][C:20]=1[O:29][CH3:30]>C1COCC1>[CH3:3][O:4][C:5](=[O:17])[CH2:6][C:7]1[C:15]2[C:10](=[N:11][CH:12]=[CH:13][CH:14]=2)[N:9]([S:25]([C:22]2[CH:23]=[CH:24][C:19]([F:18])=[C:20]([O:29][CH3:30])[CH:21]=2)(=[O:26])=[O:27])[C:8]=1[CH3:16] |f:0.1|. Procedure details: To a stirred, ice-cooled (0° C.). solution of sodium hydride (0.026 g of a 60% dispersion in mineral oil, 0.686 mmol) in THF (3 ml) under an inert atmosphere of Argon is added dropwise (2-methyl-1H-pyrrolo[2,3-b]pyridin-3-yl)-acetic acid methyl ester ((0.1 g, 0.49 mmol) in dry THF (3 ml). The reaction mixture is stirred at 0° C. for 1 hour and then treated with 4-fluoro-3-methoxy-benzenesulfonyl chloride (0.154 g, 0.686 mmol) in dry THF (3 ml). Stirring continued at 0° C. for 30 minutes and then... Yields the product ClC1=C(OC(CCN2CCC(CC2)C=2C=C(C=CC2)NC(C(C)C)=O)C2=CC=C(C=C2)F)C(=CC=C1)Cl (N-(3-{1-[3-(2,6-DICHLOROPHENOXY)-3-(4-FLUOROPHENYL)PROPYL]-4-PIPERIDINYL}PHENYL)-2-METHYLPROPANAMIDE). Reported procedure: Prepared by Procedure A and Scheme AN using N-(3-{1-[3-(4-fluorophenyl)-3-hydroxypropyl]-4-piperidinyl}phenyl)-2-methylpropanamide and 2,6-dichlorophenol: ESMS m/e: 543.0 (M+H)+. Starting materials: FC1=CC=C(C=C1)C(CCN1CCC(CC1)C=1C=C(C=CC1)NC(C(C)C)=O)O (N-(3-{1-[3-(4-fluorophenyl)-3-hydroxypropyl]-4-piperidinyl}phenyl)-2-methylpropanamide), ClC1=C(C(=CC=C1)Cl)O (2,6-dichlorophenol). RXN SMILES: [F:1][C:2]1[CH:7]=[CH:6][C:5]([CH:8]([OH:29])[CH2:9][CH2:10][N:11]2[CH2:16][CH2:15][CH:14]([C:17]3[CH:18]=[C:19]([NH:23][C:24](=[O:28])[CH:25]([CH3:27])[CH3:26])[CH:20]=[CH:21][CH:22]=3)[CH2:13][CH2:12]2)=[CH:4][CH:3]=1.[Cl:30][C:31]1[CH:36]=[CH:35][CH:34]=[C:33]([Cl:37])[C:32]=1O>>[Cl:30][C:31]1[CH:36]=[CH:35][CH:34]=[C:33]([Cl:37])[C:32]=1[O:29][CH:8]([C:5]1[CH:4]=[CH:3][C:2]([F:1])=[CH:7][CH:6]=1)[CH2:9][CH2:10][N:11]1[CH2:16][CH2:15][CH:14]([C:17]2[CH:18]=[C:19]([NH:23][C:24](=[O:28])[CH:25]([CH3:26])[CH3:27])[CH:20]=[CH:21][CH:22]=2)[CH2:13][CH2:12]1. The reactants are C(C)(=O)NCCNC1=CC(=NC(=N1)C1=CC=CC=C1)NC(C(=O)OC)=O (Methyl [(6-{[2-(acetylamino)ethyl]amino}-2-phenylpyrimidin-4-yl)amino](oxo)acetate), potassium trimethylsilanate. Run in C1CCOC1 (THF). Yields the product C(C)(=O)NCCNC1=CC(=NC(=N1)C1=CC=CC=C1)NC(C(=O)O)=O ([(6-{[2-(Acetylamino)ethyl]amino}-2-phenylpyrimidin-4-yl)amino](oxo)acetic acid). RXN SMILES: [C:1]([NH:4][CH2:5][CH2:6][NH:7][C:8]1[N:13]=[C:12]([C:14]2[CH:19]=[CH:18][CH:17]=[CH:16][CH:15]=2)[N:11]=[C:10]([NH:20][C:21](=[O:26])[C:22]([O:24]C)=[O:23])[CH:9]=1)(=[O:3])[CH3:2]>C1COCC1>[C:1]([NH:4][CH2:5][CH2:6][NH:7][C:8]1[N:13]=[C:12]([C:14]2[CH:19]=[CH:18][CH:17]=[CH:16][CH:15]=2)[N:11]=[C:10]([NH:20][C:21](=[O:26])[C:22]([OH:24])=[O:23])[CH:9]=1)(=[O:3])[CH3:2]. Procedure details: Methyl [(6-{[2-(acetylamino)ethyl]amino}-2-phenylpyrimidin-4-yl)amino](oxo)acetate (10 mg) was dissolved in anhydrous THF (1.5 ml) and potassium trimethylsilanate (4 mg) added. The reaction was left for 3 hrs after which time a precipitate of the title compound was visible which was filtered (10 mg).